This data is from the Open Reaction Database (ORD), a public repository of structured organic reaction records. The task is: describe an organic reaction: reactants, conditions, products, and yield Reactants: CS(=O)(=O)OCC=1C(=NSC1C(F)(F)F)C1=C(C=C(C=C1)Cl)F ((3-(2-fluoro-4-chlorophenyl)-5-(trifluoromethyl)isothiazol-4-yl)methyl methanesulfonate), FC=1C=C(C=C(C1O)F)CCC(=O)OCC (ethyl 3-(3,5-difluoro-4-hydroxyphenyl)propanoate). The product is ClC1=CC(=C(C=C1)C1=NSC(=C1COC1=C(C=C(C=C1F)CCC(=O)O)F)C(F)(F)F)F (3-(4-[[3-(4-chloro-2-fluorophenyl)-5-(trifluoromethyl)-1,2-thiazol-4-yl]methoxy]-3,5-difluorophenyl)propanoic acid). As a reaction SMILES: CS([O:5][CH2:6][C:7]1[C:8]([C:16]2[CH:21]=[CH:20][C:19]([Cl:22])=[CH:18][C:17]=2[F:23])=[N:9][S:10][C:11]=1[C:12]([F:15])([F:14])[F:13])(=O)=O.[F:24][C:25]1[CH:26]=[C:27]([CH2:33][CH2:34][C:35]([O:37]CC)=[O:36])[CH:28]=[C:29]([F:32])[C:30]=1O>>[Cl:22][C:19]1[CH:20]=[CH:21][C:16]([C:8]2[C:7]([CH2:6][O:5][C:30]3[C:29]([F:32])=[CH:28][C:27]([CH2:33][CH2:34][C:35]([OH:37])=[O:36])=[CH:26][C:25]=3[F:24])=[C:11]([C:12]([F:15])([F:14])[F:13])[S:10][N:9]=2)=[C:17]([F:23])[CH:18]=1. Procedure: The title compound was prepared according to the procedure described in Example 1 starting following Step 5 and 6 coupling (3-(2-fluoro-4-chlorophenyl)-5-(trifluoromethyl)isothiazol-4-yl)methyl methanesulfonate and ethyl 3-(3,5-difluoro-4-hydroxyphenyl)propanoate followed by hydrolysis to afford the desired product as an off-white solid. 1H NMR (300 MHz, CD3OD) δ 7.30-7.44 (m, 3H), 6.73-6.81 (m, 2H), 5.16 (s, 2H), 2.84 (t, J=7.5 Hz, 2H), 2.58 (t, J=7.5 Hz, 2H) Mass spectrum (ESI, m/z): Calcd. fo... Reactants: C[N+](=CCl)C.[Cl-] (Vilsmeier reagent), P(=O)(Cl)(Cl)Cl (phosphoryl chloride), NC1[C@@H]2N(C(=C(CS2)CSC=2SC=NN2)C(=O)O)C1=O (7-amino-3-(1,3,4-thiadiazol-2-ylthiomethyl)-3-cephem-4-carboxylic acid), C[Si](C)(C)CC(=O)N (trimethylsilylacetamide), Cl (hydrochloric acid), C([O-])(O)=O.[Na+] (sodium bicarbonate), C(=O)NC1=NC(=NC=C1)C(C(=O)O)=NOC1=CC=CC=C1 (2-(4-formamidopyrimidin-2-yl)-2-phenoxyiminoacetic acid). The solvent is C(Cl)Cl (Methylene chloride), CN(C=O)C (N,N-dimethylformamide), CC(=O)C (acetone), C(Cl)Cl (methylene chloride), C(C)(=O)OCC (ethyl acetate), C(C)(=O)OCC (ethyl acetate). The product is C(=O)NC1=NC(=NC=C1)C(C(=O)NC1[C@@H]2N(C(=C(CS2)CSC=2SC=NN2)C(=O)O)C1=O)=NOC1=CC=CC=C1 (7-[2-(4-formamidopyrimidin-2-yl)-2-phenoxyiminoacetamido]-3-(1,3,4-thiadiazol-2-ylthiomethyl)-3-cephem-4-carboxylic acid). Isolated yield 69.3%. RXN SMILES: C[N+](C)=CCl.[Cl-].P(Cl)(Cl)(Cl)=O.[CH:12]([NH:14][C:15]1[CH:20]=[CH:19][N:18]=[C:17]([C:21](=[N:25][O:26][C:27]2[CH:32]=[CH:31][CH:30]=[CH:29][CH:28]=2)[C:22]([OH:24])=O)[N:16]=1)=[O:13].[NH2:33][CH:34]1[C:51](=[O:52])[N:36]2[C:37]([C:48]([OH:50])=[O:49])=[C:38]([CH2:41][S:42][C:43]3[S:44][CH:45]=[N:46][N:47]=3)[CH2:39][S:40][C@H:35]12.C[Si](CC(N)=O)(C)C.C(=O)(O)[O-].[Na+].Cl>C(Cl)Cl.CC(C)=O.C(OCC)(=O)C.CN(C)C=O>[CH:12]([NH:14][C:15]1[CH:20]=[CH:19][N:18]=[C:17]([C:21](=[N:25][O:26][C:27]2[CH:32]=[CH:31][CH:30]=[CH:29][CH:28]=2)[C:22]([NH:33][CH:34]2[C:51](=[O:52])[N:36]3[C:37]([C:48]([OH:50])=[O:49])=[C:38]([CH2:41][S:42][C:43]4[S:44][CH:45]=[N:46][N:47]=4)[CH2:39][S:40][C@H:35]23)=[O:24])[N:16]=1)=[O:13] |f:0.1,6.7|. Procedure details: Methylene chloride (15 ml) was added to a Vilsmeier reagent, which was prepared by phosphoryl chloride (0.75 g) and N,N-dimethylformamide (0.75 ml) in a conventional manner. To this mixture was added 2-(4-formamidopyrimidin-2-yl)-2-phenoxyiminoacetic acid (syn isomer) (1.0 g) at -20° C., followed by stirring at -15° to -13° C. for half an hour. To this solution was added a solution of 7-amino-3-(1,3,4-thiadiazol-2-ylthiomethyl)-3-cephem-4-carboxylic acid (1.27 g) and trimethylsilylacetamide (4.6... The reactants are O1CCN(CC1)CCCN (3-morpholinopropylamine), CC1(NC(CC(C1)=O)(C)C)C (2,2,6,6-tetramethyl-4-piperidone), Pt on-carbon. The solvent is CO (methanol). Yields the product CC1(NC(CC(C1)NCCCN1CCOCC1)(C)C)C (N-(2,2,6,6-tetramethyl-4-piperidyl)-3-morpholinopropylamine). As a reaction SMILES: [O:1]1[CH2:6][CH2:5][N:4]([CH2:7][CH2:8][CH2:9][NH2:10])[CH2:3][CH2:2]1.[CH3:11][C:12]1([CH3:21])[CH2:17][C:16](=O)[CH2:15][C:14]([CH3:20])([CH3:19])[NH:13]1>CO>[CH3:11][C:12]1([CH3:21])[CH2:17][CH:16]([NH:10][CH2:9][CH2:8][CH2:7][N:4]2[CH2:5][CH2:6][O:1][CH2:2][CH2:3]2)[CH2:15][C:14]([CH3:20])([CH3:19])[NH:13]1. Procedure: 288.4 g (2 mol) of 3-morpholinopropylamine, 310.5 g (2 mol) of 2,2,6,6-tetramethyl-4-piperidone and 300 ml of methanol are introduced into a 2 litre autoclave; 15 g of 5% Pt-on-carbon are added, and hydrogenation is carried out at 60 bar and 60° C. until the absorption of hydrogen ceases (about 15 hours). The reactants are CS(C)=O, C=C1CCc2c(F)c(F)cc3c(=O)c(C(=O)O)cn1c23, OC1CCNC1. Yields the product C=C1CCc2c(N3CCC(O)C3)c(F)cc3c(=O)c(C(=O)O)cn1c23. RXN SMILES: [CH3:27][S:28](=[O:29])[CH3:30].[F:7][c:8]1[c:9]([F:26])[cH:10][c:11]2[c:12](=[O:25])[c:13]([C:22](=[O:23])[OH:24])[cH:14][n:15]3[c:20]2[c:19]1[CH2:18][CH2:17][C:16]3=[CH2:21].[OH:1][CH:2]1[CH2:3][NH:4][CH2:5][CH2:6]1>>[OH:1][CH:2]1[CH2:3][N:4]([c:8]2[c:9]([F:26])[cH:10][c:11]3[c:12](=[O:25])[c:13]([C:22](=[O:23])[OH:24])[cH:14][n:15]4[c:20]3[c:19]2[CH2:18][CH2:17][C:16]4=[CH2:21])[CH2:5][CH2:6]1. Reactants: OC1=C(C=O)C=CC(=C1C)O (2,4-Dihydroxy-3-methylbenzaldehyde), [Si](C)(C)(C(C)(C)C)OC1=C(C=O)C=CC(=C1C)O[Si](C)(C)C(C)(C)C (2,4-bis(tert-butyldimethylsilyloxy)-3-methylbenzaldehyde), [Si](C)(C)(C(C)(C)C)Cl (tert-butyldimethylsilyl chloride), C(C)(C)N(C(C)C)CC (N,N-diisopropylethylamine). The product is [Si](C)(C)(C(C)(C)C)OC1=C(C(=C(C=O)C=C1)O)C (4-(tert-butyldimethylsilyloxy)-2-hydroxy-3-methylbenzaldehyde). As a reaction SMILES: OC1C(C)=C(O)C=CC=1C=O.[Si](Cl)(C(C)(C)C)(C)C.C(N(CC)C(C)C)(C)C.[Si]([O:36][C:37]1[C:44]([CH3:45])=[C:43]([O:46][Si:47]([C:50]([CH3:53])([CH3:52])[CH3:51])([CH3:49])[CH3:48])[CH:42]=[CH:41][C:38]=1[CH:39]=[O:40])(C(C)(C)C)(C)C>>[Si:47]([O:46][C:43]1[CH:42]=[CH:41][C:38]([CH:39]=[O:40])=[C:37]([OH:36])[C:44]=1[CH3:45])([C:50]([CH3:53])([CH3:52])[CH3:51])([CH3:48])[CH3:49]. Procedure details: By following Example 2 procedure, 5.0 g of 2,4-Dihydroxy-3-methylbenzaldehyde was reacted with 4.95 g of tert-butyldimethylsilyl chloride and 2.15 g of N,N-diisopropylethylamine to get 7.91 g of crude title product containing 16.5% of 2,4-bis(tert-butyldimethylsilyloxy)-3-methylbenzaldehyde by GC. Crude product was purified by column chromatography to get the title compound as colorless liquid. IR (neat): 3280, 2956, 2932, 2888, 2859, 1646, 1622, 1582, 1493, 1425, 1388, 1360, 1325, 1296, 1249, 1... Starting materials: BrCCCBr, [Cl-], [H-], CCOC(=O)Cc1ccc([N+](=O)[O-])c(OCC(F)(F)F)c1, [NH4+], [Na+], CN(C)C=O. Yields the product CCOC(=O)C1(c2ccc([N+](=O)[O-])c(OCC(F)(F)F)c2)CCC1. As a reaction SMILES: [Br:24][CH2:25][CH2:26][CH2:27][Br:28].[Cl-:29].[H-:23].[N+:1](=[O:2])([O-:3])[c:4]1[c:5]([O:16][CH2:17][C:18]([F:19])([F:20])[F:21])[cH:6][c:7]([CH2:10][C:11](=[O:12])[O:13][CH2:14][CH3:15])[cH:8][cH:9]1.[NH4+:30].[Na+:22].[O:31]=[CH:32][N:33]([CH3:34])[CH3:35]>>[N+:1](=[O:2])([O-:3])[c:4]1[c:5]([O:16][CH2:17][C:18]([F:19])([F:20])[F:21])[cH:6][c:7]([C:10]2([C:11](=[O:12])[O:13][CH2:14][CH3:15])[CH2:25][CH2:26][CH2:27]2)[cH:8][cH:9]1. Starting materials: CCOC(C)=O, CCCCCC, ClCCl, CCCNC(=O)c1ccc(C)c(-c2nc(SC)nc3c2CNC(=O)N3c2c(F)cccc2F)c1, O=C(OO)c1cccc(Cl)c1. The product is CCCNC(=O)c1ccc(C)c(-c2nc(S(C)=O)nc3c2CNC(=O)N3c2c(F)cccc2F)c1. Reaction SMILES: [CH3:46][CH2:47][O:48][C:49]([CH3:50])=[O:51].[CH3:52][CH2:53][CH2:54][CH2:55][CH2:56][CH3:57].[Cl:58][CH2:59][Cl:60].[F:1][c:2]1[c:3]([N:9]2[C:10](=[O:34])[NH:11][CH2:12][c:13]3[c:14]2[n:15][c:16]([S:32][CH3:33])[n:17][c:18]3-[c:19]2[cH:20][c:21]([C:22](=[O:23])[NH:24][CH2:25][CH2:26][CH3:27])[cH:28][cH:29][c:30]2[CH3:31])[c:4]([F:8])[cH:5][cH:6][cH:7]1.[OH:35][O:36][C:37]([c:38]1[cH:39][c:40]([Cl:41])[cH:42][cH:43][cH:44]1)=[O:45]>>[F:1][c:2]1[c:3]([N:9]2[C:10](=[O:34])[NH:11][CH2:12][c:13]3[c:14]2[n:15][c:16]([S:32]([CH3:33])=[O:35])[n:17][c:18]3-[c:19]2[cH:20][c:21]([C:22](=[O:23])[NH:24][CH2:25][CH2:26][CH3:27])[cH:28][cH:29][c:30]2[CH3:31])[c:4]([F:8])[cH:5][cH:6][cH:7]1.